Dataset: the Open Reaction Database (ORD), a public repository of structured organic reaction records. Task: describe an organic reaction: reactants, conditions, products, and yield The reactants are [Na] (Sodium), CCN(C(C)C)C(C)C (DIPEA), OC(=O)C(F)(F)F.FC1=C(OC2CCN(CC2)C=2N=C3C(=NC2NC(C)C)CNCC3)C=CC(=C1)F (2-(4-(2,4-difluorophenoxyl)piperidin-1-yl)-N-isopropyl-5,6,7,8-tetrahydropyrido[3,4-b]pyrazin-3-amine TFA salt), C=O (formaldehyde). Solvent: CO (MeOH). Conditions: time 30 minute. The product is FC1=C(OC2CCN(CC2)C=2N=C3C(=NC2NC(C)C)CN(CC3)C)C=CC(=C1)F (2-(4-(2,4-difluorophenoxyl)piperidin-1-yl)-N-isopropyl-6-methyl-5,6,7,8-tetrahydropyrido[3,4-b]pyrazin-3-amine), C(=O)(C(F)(F)F)O (TFA). Yield: 339.4%. Reaction SMILES: [Na].[CH3:2]CN(C(C)C)C(C)C.[OH:11][C:12]([C:14]([F:17])([F:16])[F:15])=[O:13].[F:18][C:19]1[CH:45]=[C:44]([F:46])[CH:43]=[CH:42][C:20]=1[O:21][CH:22]1[CH2:27][CH2:26][N:25]([C:28]2[N:29]=[C:30]3[CH2:41][CH2:40][NH:39][CH2:38][C:31]3=[N:32][C:33]=2[NH:34][CH:35]([CH3:37])[CH3:36])[CH2:24][CH2:23]1.C=O>CO>[F:18][C:19]1[CH:45]=[C:44]([F:46])[CH:43]=[CH:42][C:20]=1[O:21][CH:22]1[CH2:23][CH2:24][N:25]([C:28]2[N:29]=[C:30]3[CH2:41][CH2:40][N:39]([CH3:2])[CH2:38][C:31]3=[N:32][C:33]=2[NH:34][CH:35]([CH3:37])[CH3:36])[CH2:26][CH2:27]1.[C:12]([OH:13])([C:14]([F:17])([F:16])[F:15])=[O:11] |f:2.3,^1:0|. Procedure details: Sodium triacetoxyhydroborate (9.9 mg, 0.047 mmol) was added to a solution of DIPEA (8 μL, 0.047 mmol), 2-(4-(2,4-difluorophenoxyl)piperidin-1-yl)-N-isopropyl-5,6,7,8-tetrahydropyrido[3,4-b]pyrazin-3-amine TFA salt (12.1 mg, 0.023 mmol) and formaldehyde (2 μL, 0.023 mmol) in MeOH (230 μL) at rt. After 30 min, the mixture was purified by HPLC Method A to give the title compound as a TFA salt (8.9 mg, 71.6%) as a yellow film. 1H NMR (400 MHz, methanol-d4) δ ppm 1.24 (d, J=6.3 Hz, 6H), 1.90-2.00 (m,... Reactants: [Al+3].[Cl-].[Cl-].[Cl-] (AlCl3), BrC1=C(C=C(C(=O)O)C=C1)C (4-bromo-3-methylbenzoic acid), S(=O)(Cl)Cl (thionyl chloride), C1=CC=CC=C1 (Benzene), [Cl-].[Cl-].[Cl-].[Al+3] (aluminum trichloride), Cl (HCl). Run in CN(C)C=O (DMF). Run at time 1 hour. The product is BrC1=C(C=C(C=C1)C(=O)C1=CC=CC=C1)C ((4-Bromo-3-methylphenyl)-phenylmethanone). Reaction SMILES: [Br:1][C:2]1[CH:10]=[CH:9][C:5]([C:6]([OH:8])=O)=[CH:4][C:3]=1[CH3:11].S(Cl)(Cl)=O.[CH:16]1[CH:21]=[CH:20][CH:19]=[CH:18][CH:17]=1.[Cl-].[Cl-].[Cl-].[Al+3].Cl>CN(C=O)C>[Br:1][C:2]1[CH:10]=[CH:9][C:5]([C:6]([C:16]2[CH:21]=[CH:20][CH:19]=[CH:18][CH:17]=2)=[O:8])=[CH:4][C:3]=1[CH3:11] |f:3.4.5.6|. Procedure: In an oven dried flask was added 4-bromo-3-methylbenzoic acid (1.00 g, 4.65 mmol), thionyl chloride (0.77 mL, 0.010 mol) and a drop of DMF and the reaction was refluxed for 2 h. The excess thionyl chloride was then distilled off and the residual thionyl chloride was removed on the pump. Benzene (20 mL, 0.2 mol) and aluminum trichloride (0.676 g, 5.07 mmol) were added to the reaction mixture. The reaction mixture turned yellow in color on addition of AlCl3. The reaction mixture was stirred at roo...